This data is from the Open Reaction Database (ORD), a public repository of structured organic reaction records. The task is: describe an organic reaction: reactants, conditions, products, and yield The reactants are O=C([O-])[O-], CN(C)C=O, ClCc1noc(-c2ccccc2)n1, [K+], [K+], O, CCOC(=O)CCCCCCC(=NOCc1ccc(O)cc1)c1ccccc1. Reaction SMILES: [C:42](=[O:43])([O-:44])[O-:45].[CH3:48][N:49]([CH3:50])[CH:51]=[O:52].[Cl:1][CH2:2][c:3]1[n:4][o:5][c:6](-[c:8]2[cH:9][cH:10][cH:11][cH:12][cH:13]2)[n:7]1.[K+:46].[K+:47].[OH2:53].[OH:14][c:15]1[cH:16][cH:17][c:18]([CH2:19][O:20][N:21]=[C:22]([CH2:23][CH2:24][CH2:25][CH2:26][CH2:27][CH2:28][C:29](=[O:30])[O:31][CH2:32][CH3:33])[c:34]2[cH:35][cH:36][cH:37][cH:38][cH:39]2)[cH:40][cH:41]1>>[CH2:2]([c:3]1[n:4][o:5][c:6](-[c:8]2[cH:9][cH:10][cH:11][cH:12][cH:13]2)[n:7]1)[O:14][c:15]1[cH:16][cH:17][c:18]([CH2:19][O:20][N:21]=[C:22]([CH2:23][CH2:24][CH2:25][CH2:26][CH2:27][CH2:28][C:29](=[O:30])[O:31][CH2:32][CH3:33])[c:34]2[cH:35][cH:36][cH:37][cH:38][cH:39]2)[cH:40][cH:41]1. Product: CCOC(=O)CCCCCCC(=NOCc1ccc(OCc2noc(-c3ccccc3)n2)cc1)c1ccccc1. Starting materials: amines, sulfide, OO.C(=O)(C(F)(F)F)O (H2O2 TFA), sulfone, C1=CC(=CC(=C1)Cl)C(=O)OO (mCPBA), compounds H, compounds G, CN(C)C(OC)OC (DMF-DMA), N1=CN=CC2=C1C=CNC2=O (pyrido[4,3-d]pyrimidin-5(6H)-one), compounds H. The solvent is CN(C)C=O (DMF), C(C)(=O)O (acetic acid). The product is N1C(N=CC2=C1C=CC=N2)=O (pyrimidopyridone). RXN SMILES: [CH3:1][N:2](C(OC)OC)C.[N:9]1[C:14]2[CH:15]=[CH:16]NC(=O)[C:13]=2[CH:12]=[N:11][CH:10]=1.C1C=C(Cl)C=C(C(OO)=[O:28])C=1.OO.C(O)(C(F)(F)F)=O>CN(C=O)C.C(O)(=O)C>[NH:9]1[C:14]2[CH:15]=[CH:16][CH:1]=[N:2][C:13]=2[CH:12]=[N:11][C:10]1=[O:28] |f:3.4|. Reported procedure: Substituted dialkyl methylenemalonate of general formula A can be reacted with S-methylisothiouronium sulfate in the presence of appropriate bases in ethanol at reflux to give B. Compounds B can be converted to phenols C by reaction with benzoyl peroxide in the presence of appropriate bases in refluxing carbon tetrachloride or other solvents (for example dioxane). Treatment of compounds C with POCl3 at reflux produces chloropyrimidines D, which are coupled with appropriate anilines in the presen... Reactants: [Br-], CC[N+](CC)(CC)Cc1ccccc1, ClCc1ccc(Cl)cc1, OCc1ccc(OCCF)cc1, [Na+], [OH-], O. Product: FCCOc1ccc(COCc2ccc(Cl)cc2)cc1. RXN SMILES: [Br-:24].[CH2:25]([N+:26]([CH2:27][CH3:28])([CH2:29][CH3:30])[CH2:31][c:32]1[cH:33][cH:34][cH:35][cH:36][cH:37]1)[CH3:38].[Cl:13][c:14]1[cH:15][cH:16][c:17]([CH2:18][Cl:19])[cH:20][cH:21]1.[F:1][CH2:2][CH2:3][O:4][c:5]1[cH:6][cH:7][c:8]([CH2:9][OH:10])[cH:11][cH:12]1.[Na+:23].[OH-:22].[OH2:39]>>[F:1][CH2:2][CH2:3][O:4][c:5]1[cH:6][cH:7][c:8]([CH2:9][O:10][CH2:18][c:17]2[cH:16][cH:15][c:14]([Cl:13])[cH:21][cH:20]2)[cH:11][cH:12]1.